Task: describe an organic reaction: reactants, conditions, products, and yield. Dataset: the Open Reaction Database (ORD), a public repository of structured organic reaction records Starting materials: C1(=CCCCC1)B(O)O (cyclohex-1-enyl boronic acid), C(=O)([O-])[O-].[Na+].[Na+] (Na2CO3), C(C)O (ethanol), C(C)(C)(C)OC(=O)N1CCC(CC1)C1=CC(=C(C=C1)N)Br (4-(4-amino-3-bromo-phenyl)-piperidine-1-carboxylic acid tert-butyl ester). The reagents and catalysts are C=1C=CC(=CC1)[P](C=2C=CC=CC2)(C=3C=CC=CC3)[Pd]([P](C=4C=CC=CC4)(C=5C=CC=CC5)C=6C=CC=CC6)([P](C=7C=CC=CC7)(C=8C=CC=CC8)C=9C=CC=CC9)[P](C=1C=CC=CC1)(C=1C=CC=CC1)C=1C=CC=CC1 (Pd(PPh3)4). Solvent: C1(=CC=CC=C1)C (toluene), CCOC(=O)C (EtOAc). Reaction conditions: temperature 80 celsius. The product is C(C)(C)(C)OC(=O)N1CCC(CC1)C1=CC(=C(C=C1)N)C1=CCCCC1 (4-(4-Amino-3-cyclohex-1-enyl-phenyl)-piperidine-1-carboxylic acid tert-butyl ester). The yield is 7.8%. RXN SMILES: [C:1]([O:5][C:6]([N:8]1[CH2:13][CH2:12][CH:11]([C:14]2[CH:19]=[CH:18][C:17]([NH2:20])=[C:16](Br)[CH:15]=2)[CH2:10][CH2:9]1)=[O:7])([CH3:4])([CH3:3])[CH3:2].[C:22]1(B(O)O)[CH2:27][CH2:26][CH2:25][CH2:24][CH:23]=1.C([O-])([O-])=O.[Na+].[Na+].C(O)C>C1C=CC([P]([Pd]([P](C2C=CC=CC=2)(C2C=CC=CC=2)C2C=CC=CC=2)([P](C2C=CC=CC=2)(C2C=CC=CC=2)C2C=CC=CC=2)[P](C2C=CC=CC=2)(C2C=CC=CC=2)C2C=CC=CC=2)(C2C=CC=CC=2)C2C=CC=CC=2)=CC=1.CCOC(C)=O.C1(C)C=CC=CC=1>[C:1]([O:5][C:6]([N:8]1[CH2:13][CH2:12][CH:11]([C:14]2[CH:19]=[CH:18][C:17]([NH2:20])=[C:16]([C:22]3[CH2:27][CH2:26][CH2:25][CH2:24][CH:23]=3)[CH:15]=2)[CH2:10][CH2:9]1)=[O:7])([CH3:4])([CH3:3])[CH3:2] |f:2.3.4,^1:43,45,64,83|. Procedure details: A flask was charged with 4-(4-amino-3-bromo-phenyl)-piperidine-1-carboxylic acid tert-butyl ester (0.13 g, 0.36 mmol) (as prepared in the previous step), cyclohex-1-enyl boronic acid (0.060 g, 0.48 mmol), Pd(PPh3)4 (0.04 g, 10 mol %), aqueous 2M Na2CO3 (1.5 mL), ethanol (1.5 mL), and toluene (3 mL), and heated at 80° C. for 3 h. The reaction was diluted EtOAc (10 mL), washed with NaHCO3 (2×10 mL) and brine (10 mL), and the organic layer was dried over Na2SO4 and then concentrated. The title comp... Starting materials: C(=O)(OC(C)(C)C)N(C)CC(=O)O (Boc-sarcosine), C(=O)(C=1NC=CN1)C=1NC=CN1 (carbonyl diimidazole), ClCCl (dichloromethane), C1=CC=CC=2C3=CC=CC=C3C(C12)CO (9-fluorene methanol). The solvent is C(C)(=O)OCC (ethyl acetate). Conditions: time 15 minute. The product is Cl.C1(=CC=CC=2C3=CC=CC=C3CC12)COC(CNC)=O (sarcosine-O-fluorenylmethyl ester hydrochloride salt). Isolated yield 73.0%. As a reaction SMILES: C([N:8]([CH2:10][C:11]([OH:13])=[O:12])[CH3:9])(OC(C)(C)C)=O.[C:14]([C:21]1NC=CN=1)([C:16]1NC=CN=1)=O.[CH:26]1[C:38]2[CH:37](CO)C3[C:31](=[CH:32][CH:33]=[CH:34]C=3)[C:30]=2[CH:29]=[CH:28][CH:27]=1.[Cl:41]CCl>C(OCC)(=O)C>[ClH:41].[C:14]1([CH2:16][O:13][C:11](=[O:12])[CH2:10][NH:8][CH3:9])[C:21]2[CH2:37][C:38]3[C:30](=[CH:29][CH:28]=[CH:27][CH:26]=3)[C:31]=2[CH:32]=[CH:33][CH:34]=1 |f:5.6|. Procedure details: To a solution of Boc-sarcosine (30 g, 158 mmole) in 500 mL dichloromethane was added with stirring carbonyl diimidazole (25.7 g, 158 mmole). After 15 minutes, 9-fluorene methanol (29.5 g, 150 mmole) was added and stirring was continued. After 16 hours, the reaction mixture was diluted with 1200 mL ethyl acetate and extracted with 300 mL each of water, 1 M aqueous hydrochloric acid, water, saturated aqueous sodium bicarbonate and brine. The organic phase was dried over anhydrous magnesium sulfate... The reactants are [Br-].C(CC)[P+](C1=CC=CC=C1)(C1=CC=CC=C1)C1=CC=CC=C1 (propyltriphenylphosphonium bromide), sodium hexamethyldisilylamide, CC1(OC(C2=CC=CC=C2C1N1C=NC=C1C=O)=O)C (3-(3,3-dimethyl-1-oxo-isochroman-4-yl)-3H-imidazole-4-carbaldehyde). The solvent is C1CCOC1 (THF), C1CCOC1 (THF). Run at time 8 hour. The product is C(=CCC)C1=CN=CN1C1C(OC(C2=CC=CC=C12)=O)(C)C (4-(5-but-1-enyl-imidazol-1-yl)-3,3-dimethyl-isochroman-1-one). As a reaction SMILES: [Br-].[CH2:2]([P+](C1C=CC=CC=1)(C1C=CC=CC=1)C1C=CC=CC=1)[CH2:3][CH3:4].[CH3:24][C:25]1([CH3:43])[CH:34]([N:35]2[C:39]([CH:40]=O)=[CH:38][N:37]=[CH:36]2)[C:33]2[C:28](=[CH:29][CH:30]=[CH:31][CH:32]=2)[C:27](=[O:42])[O:26]1>C1COCC1>[CH:40]([C:39]1[N:35]([CH:34]2[C:33]3[C:28](=[CH:29][CH:30]=[CH:31][CH:32]=3)[C:27](=[O:42])[O:26][C:25]2([CH3:43])[CH3:24])[CH:36]=[N:37][CH:38]=1)=[CH:2][CH2:3][CH3:4] |f:0.1|. Reported procedure: To a solution of propyltriphenylphosphonium bromide (0.157 g, 0.41 mmol) in THF (1 mL) at −78° C. is added sodium hexamethyldisilylamide (1M in THF, 0.44 mL, 0.44 mmol) and the mixture is allowed to warm to ambient temperature over 10 min. This solution is cooled to −20° C. and 3-(3,3-dimethyl-1-oxo-isochroman-4-yl)-3H-imidazole-4-carbaldehyde (0.10 g, 0.37 mmol) in THF (0.2 mL) is added. The cooling bath is removed and the mixture is stirred at ambient temperature overnight, then filtered. The ... Starting materials: ClC=1C=CC(=NC1)NC(C1=C(C=C(C=C1)C(=O)OC)NC(C)C1CCN(CC1)C(=O)OC(C)(C)C)=O (N-(5-chloropyridin-2-yl)-2-[[1-(1-Boc-piperidin-4-yl)ethyl]amino]-4-methoxycarbonylbenzamide), [B-][N+](C)(C)C (borane trimethylamine complex). Product: ClC=1C=CC(=NC1)NC(C1=C(C=C(C=C1)C(=O)OC)NC(C)C1CCNCC1)=O (N-(5-Chloropyridin-2-yl)-4-methoxycarbonyl-2-[[1-(4-piperidinyl)ethyl]amino]benzamide). Yield: 24.7%. Reaction SMILES: [Cl:1][C:2]1[CH:3]=[CH:4][C:5]([NH:8][C:9](=[O:36])[C:10]2[CH:15]=[CH:14][C:13]([C:16]([O:18][CH3:19])=[O:17])=[CH:12][C:11]=2[NH:20][CH:21]([CH:23]2[CH2:28][CH2:27][N:26](C(OC(C)(C)C)=O)[CH2:25][CH2:24]2)[CH3:22])=[N:6][CH:7]=1.[B-][N+](C)(C)C>>[Cl:1][C:2]1[CH:3]=[CH:4][C:5]([NH:8][C:9](=[O:36])[C:10]2[CH:15]=[CH:14][C:13]([C:16]([O:18][CH3:19])=[O:17])=[CH:12][C:11]=2[NH:20][CH:21]([CH:23]2[CH2:24][CH2:25][NH:26][CH2:27][CH2:28]2)[CH3:22])=[N:6][CH:7]=1. Procedure details: Using a similar procedure to that described in Example 47-D, N-(5-chloropyridin-2-yl)-2-[[1-(1-Boc-piperidin-4-yl)ethyl]amino]-4-methoxycarbonylbenzamide (0.35 g, 0.68 mmol) and borane trimethylamine complex (0.15 g, 2.0 mmol) afforded 70 mg of the title compound. IS-MS, m/e 417 (m+1); Analysis for C21H25ClN4O3.2HCl: Calcd: C, 51.50; H, 5.56; N, 11.44; Found: C, 51.51; H, 5.73; N, 11.26. Reactants: CN1N=C(N=C1NCCCOC1=CC(=CC=C1)CN1CCCCC1)N (1-methyl-N5 -[3-[3-(1-piperidinylmethyl)phenoxy]propyl]-1H-1,2,4-triazole-3,5-diamine), CC1=CC=C(C=C1)S(=O)(=O)Cl (4-methylbenzenesulphonic acid, chloride), CC1=CC=C(C=C1)S(=O)(=O)NC1=NN(C(=N1)NCCCOC1=CC(=CC=C1)CN1CCCCC1)C (4-methyl-N-[1-methyl-5-[[3-[3-(1-piperidinylmethyl)phenoxy]propyl]amino]-1H-1,2,4-triazol-3-yl]benzenesulphonamide). The product is CN1N=C(N=C1NCCCOC1=CC(=CC=C1)CN1CCCCC1)NC(=O)C=1OC=CC1 (N-[1-methyl-5-[[3-[3-(1-piperidinylmethyl)phenoxy]propyl]amino]-1H-1,2,4-triazol-3-yl]-2-furancarboxamide). RXN SMILES: [CH3:1][N:2]1[C:6]([NH:7][CH2:8][CH2:9][CH2:10][O:11][C:12]2[CH:17]=[CH:16][CH:15]=[C:14]([CH2:18][N:19]3[CH2:24][CH2:23][CH2:22][CH2:21][CH2:20]3)[CH:13]=2)=[N:5][C:4]([NH2:25])=[N:3]1.CC1C=CC(S(Cl)(=O)=[O:34])=CC=1.CC1C=CC(S(NC2N=C(NCCC[O:57][C:58]3C=[CH:62][CH:61]=[C:60](CN4CCCCC4)[CH:59]=3)N(C)N=2)(=O)=O)=CC=1>>[CH3:1][N:2]1[C:6]([NH:7][CH2:8][CH2:9][CH2:10][O:11][C:12]2[CH:17]=[CH:16][CH:15]=[C:14]([CH2:18][N:19]3[CH2:24][CH2:23][CH2:22][CH2:21][CH2:20]3)[CH:13]=2)=[N:5][C:4]([NH:25][C:62]([C:61]2[O:57][CH:58]=[CH:59][CH:60]=2)=[O:34])=[N:3]1. Procedure details: The triazole (A) (2.00 g) and 4-methylbenzenesulphonic acid, chloride (1.22 g) was 4-methyl-N-[1-methyl-5-[[3-[3-(1-piperidinylmethyl)phenoxy]propyl]amino]-1H-1,2,4-triazol-3-yl]benzenesulphonamide (1.58 g) m.p. 100.5°-102°. Reactants: solid, FC1=CC=C(C=C1)N1N=CC=C1C1=CC=C(C=C1)[N+](=O)[O-] (1-(4-fluoro-phenyl)-5-(4-nitro-phenyl)-1H-pyrazole), FC1=CC=C(C=C1)N1N=CC=C1C1=CC=C(C=C1)[N+](=O)[O-] (1-(4-fluoro-phenyl)-5-(4-nitro-phenyl)-1H-pyrazole), C1(=CC=C(C=C1)CC#N)C (2-(p-tolyl)-acetonitrile). The product is FC1=CC=C(C=C1)N1N=CC=C1C1=CC=2C(=NOC2C2=CC=C(C=C2)C)C=C1 (5-[2-(4-Fluoro-phenyl)-2H--pyrazol-3-yl]-3-p-tolyl-benzo[c]isoxazole). As a reaction SMILES: [F:1][C:2]1[CH:7]=[CH:6][C:5]([N:8]2[C:12]([C:13]3[CH:18]=[CH:17][C:16]([N+:19]([O-:21])=O)=[CH:15][CH:14]=3)=[CH:11][CH:10]=[N:9]2)=[CH:4][CH:3]=1.[C:22]1([CH3:31])[CH:27]=[CH:26][C:25]([CH2:28]C#N)=[CH:24][CH:23]=1>>[F:1][C:2]1[CH:3]=[CH:4][C:5]([N:8]2[C:12]([C:13]3[CH:14]=[CH:15][C:16]4=[N:19][O:21][C:31]([C:22]5[CH:27]=[CH:26][C:25]([CH3:28])=[CH:24][CH:23]=5)=[C:17]4[CH:18]=3)=[CH:11][CH:10]=[N:9]2)=[CH:6][CH:7]=1. Procedure: The title compound, yellow solid (28 mg, 22%), MS (ISP) m/z=370.2 [(M+H)+], mp 158° C., was prepared in accordance with the general method of example 1 from 1-(4-fluoro-phenyl)-5-(4-nitro-phenyl)-1H-pyrazole (intermediate C) (100 mg, 353 μmol) and commercially available 2-(p-tolyl)-acetonitrile. The reactants are aqueous solution, [OH-].[Na+] (sodium hydroxide), C(C1=CC=CC=C1)OC1=C(C(=O)OC)C=CC(=C1)I (methyl 2-(benzyloxy)-4-iodobenzoate). The solvent is O1CCOCC1 (dioxane), CO (methanol). Reaction conditions: time 2 hour. Product: C(C1=CC=CC=C1)OC1=C(C(=O)O)C=CC(=C1)I (2-(benzyloxy)-4-iodobenzoic acid). The yield is 96.7%. Reaction SMILES: [OH-].[Na+].[CH2:3]([O:10][C:11]1[CH:20]=[C:19]([I:21])[CH:18]=[CH:17][C:12]=1[C:13]([O:15]C)=[O:14])[C:4]1[CH:9]=[CH:8][CH:7]=[CH:6][CH:5]=1>O1CCOCC1.CO>[CH2:3]([O:10][C:11]1[CH:20]=[C:19]([I:21])[CH:18]=[CH:17][C:12]=1[C:13]([OH:15])=[O:14])[C:4]1[CH:5]=[CH:6][CH:7]=[CH:8][CH:9]=1 |f:0.1|. Procedure: A 2.0 mol/L aqueous solution of sodium hydroxide (4.1 mL) was added to a solution mixture of methyl 2-(benzyloxy)-4-iodobenzoate (1.0 g) in dioxane (5.0 mL) and methanol (5.0 mL), followed by stirring at room temperature for 2 hours. The solvent was evaporated under reduced pressure, and water was added to the residue. After adjusting the pH to 2.5 with 6.0 mol/L hydrochloric acid under ice-cooling, ethyl acetate was added. The organic layer was separated, washed with a saturated aqueous solutio... Starting materials: N(=O)[O-].[Na+] (NaNO2), Br.C(C)OC(=O)C=1N=C(SC1)N (2-amino-thiazole-4-carboxylic acid ethyl ester hydrobromide), [Na+].[Br-] (NaBr). Reagents/catalysts: [O-]S(=O)(=O)[O-].[Cu+2] (CuSO4). The solvent is O (H2O), H4SO4, O (H2O). Run at temperature 0 celsius. Yields the product C(C)OC(=O)C=1N=C(SC1)Br (2-Bromo-thiazole-4-carboxylic acid ethyl ester). RXN SMILES: [BrH:1].[CH2:2]([O:4][C:5]([C:7]1[N:8]=[C:9](N)[S:10][CH:11]=1)=[O:6])[CH3:3].[Na+].[Br-].N([O-])=O.[Na+]>O.[O-]S([O-])(=O)=O.[Cu+2]>[CH2:2]([O:4][C:5]([C:7]1[N:8]=[C:9]([Br:1])[S:10][CH:11]=1)=[O:6])[CH3:3] |f:0.1,2.3,4.5,7.8|. Procedure details: To a stirred mixture of 2-amino-thiazole-4-carboxylic acid ethyl ester hydrobromide (10 g, 58 mmol), CuSO4 (26.9 g, 168 mmol) and NaBr (22.7 g, 221 mmol) in 9M H4SO4 (aq) (120 mL) at −5° C.−0° C., a pre-cooled solution of NaNO2 (4.4 g, 64 mmol) in H2O (40 mL) was added at such a rate to maintain the temperature at or below 0° C. After complete addition the mixture was maintained at 0° C. for another 30 min then warmed to RT over 2.5 h. The reaction mixture was diluted with H2O (120 mL) and extra...